From a dataset of the Open Reaction Database (ORD), a public repository of structured organic reaction records. describe an organic reaction: reactants, conditions, products, and yield The reactants are C(C)(=O)NC1=NC=CC=2N1C1=C(C2I)C=CC=N1 (9-Acetylamino-5-iodopyrido[3′,2′:4,5]pyrrolo[1,2-c]pyrimidine), CSC1=NC=CC(=N1)[Sn](C)(C)C (2-methanesulfenyl-4-trimethylstannylpyrimidine), C1=CC=C(C=C1)P(C2=CC=CC=C2)C3=CC=CC=C3 (PPh3), [Li+].[Cl-] (LiCl). The reagents and catalysts are C=1C=CC(=CC1)/C=C/C(=O)/C=C/C2=CC=CC=C2.C=1C=CC(=CC1)/C=C/C(=O)/C=C/C2=CC=CC=C2.C=1C=CC(=CC1)/C=C/C(=O)/C=C/C2=CC=CC=C2.[Pd].[Pd] (Pd2(dba)3), [Cu]I (CuI). Solvent: O1CCOCC1 (dioxane). Yields the product C(C)(=O)NC1=NC=CC=2N1C1=C(C2C2=NC(=NC=C2)SC)C=CC=N1 (9-Acetylamino-5-(2-methanesulfenylpyrimidin-4-yl)pyrido[3′,2′:4,5]pyrrolo[1,2-c]pyrimidine). Yield: 16.2%. RXN SMILES: [C:1]([NH:4][C:5]1[N:10]2[C:11]3[N:18]=[CH:17][CH:16]=[CH:15][C:12]=3[C:13](I)=[C:9]2[CH:8]=[CH:7][N:6]=1)(=[O:3])[CH3:2].[CH3:19][S:20][C:21]1[N:26]=[C:25]([Sn](C)(C)C)[CH:24]=[CH:23][N:22]=1.C1C=CC(P(C2C=CC=CC=2)C2C=CC=CC=2)=CC=1.[Li+].[Cl-]>O1CCOCC1.C1C=CC(/C=C/C(/C=C/C2C=CC=CC=2)=O)=CC=1.C1C=CC(/C=C/C(/C=C/C2C=CC=CC=2)=O)=CC=1.C1C=CC(/C=C/C(/C=C/C2C=CC=CC=2)=O)=CC=1.[Pd].[Pd].[Cu]I>[C:1]([NH:4][C:5]1[N:10]2[C:11]3[N:18]=[CH:17][CH:16]=[CH:15][C:12]=3[C:13]([C:23]3[CH:24]=[CH:25][N:26]=[C:21]([S:20][CH3:19])[N:22]=3)=[C:9]2[CH:8]=[CH:7][N:6]=1)(=[O:3])[CH3:2] |f:3.4,6.7.8.9.10|. Procedure details: A solution of 20a (130 mg, 0.37 mmol), 2-methanesulfenyl-4-trimethylstannylpyrimidine (93 mg, 1.10 mmol), Pd2(dba)3 (76 mg, 0.07 mmol), PPh3 (39 mg, 0.15 mmol), LiCl (47 mg, 1.10 mmol) and CuI (14 mg, 0.07 mmol) in dioxane (10 ml) was refluxed for 1.5 hours. The organic solvent was removed and the oil dissolved in CH2Cl2. The organic solution was extracted four times with 4N HCl and the aqueous solution basified with solid Na2CO3. The aqueous solution was extracted with CH2Cl2. The organic layer... The reactants are CCCN(C)Cc1cccc(NC(=O)C(C)(C)C)n1, [Na+], [OH-]. Yields the product CCCN(C)Cc1cccc(N)n1. As a reaction SMILES: [CH3:1][C:2]([CH3:3])([CH3:4])[C:18]([NH:5][c:6]1[n:7][c:8]([CH2:12][N:13]([CH2:14][CH2:15][CH3:16])[CH3:17])[cH:9][cH:10][cH:11]1)=[O:19].[Na+:21].[OH-:20]>>[NH2:5][c:6]1[n:7][c:8]([CH2:12][N:13]([CH2:14][CH2:15][CH3:16])[CH3:17])[cH:9][cH:10][cH:11]1. Reactants: C(C=C)C1=C(C(=C(C(=C1C)OC)OC)OC)OC (1-allyl-2,3,4,5-tetramethoxy-6-methylbenzene), I(=O)(=O)(=O)[O-].[Na+] (sodium periodate). Reagents/catalysts: [Os](=O)(=O)(=O)=O (osmium tetroxide). Solvent: O1CCOCC1 (dioxane), O (water). Reaction conditions: time 10 minute. Yields the product COC1=C(C(=C(C(=C1OC)OC)OC)C)CC=O (2-(2,3,4,5-Tetramethoxy-6-methylphenyl)acetaldehyde). RXN SMILES: [CH2:1]([C:4]1[C:9]([CH3:10])=[C:8]([O:11][CH3:12])[C:7]([O:13][CH3:14])=[C:6]([O:15][CH3:16])[C:5]=1[O:17][CH3:18])[CH:2]=C.I([O-])(=O)(=O)=[O:20].[Na+]>O1CCOCC1.O.[Os](=O)(=O)(=O)=O>[CH3:18][O:17][C:5]1[C:6]([O:15][CH3:16])=[C:7]([O:13][CH3:14])[C:8]([O:11][CH3:12])=[C:9]([CH3:10])[C:4]=1[CH2:1][CH:2]=[O:20] |f:1.2|. Reported procedure: 109 mg of osmium tetroxide were added to a solution of 7.98 of 1-allyl-2,3,4,5-tetramethoxy-6-methylbenzene [prepared as described in step (a) above] in a mixture of 300 ml of dioxane and 100 ml of water, and the resulting mixture was stirred at room temperature for 10 minutes. An aqueous solution of 35.6 g of sodium periodate was then added dropwise, and the mixture was stirred at room temperature for 2 hours. At the end of this time, the reaction mixture was freed from the dioxane by evaporati...